Dataset: the Open Reaction Database (ORD), a public repository of structured organic reaction records. Task: describe an organic reaction: reactants, conditions, products, and yield Reactants: S(=O)(=O)([O-])[O-] (sulfate), [N+](=O)([O-])[O-].[K+] (potassium nitrate), [NH4+] (ammonium), C1NCCC2=CC=CC=C12 (1,2,3,4-Tetrahydroisoquinoline). Run in S(O)(O)(=O)=O (sulfuric acid), S(O)(O)(=O)=O (sulfuric acid). Conditions: time 27 hour. Product: [N+](=O)([O-])C1=CC=C2CCNCC2=C1 (7-nitro-1,2,3,4-tetrahydroisoquinoline). Yield: 41.9%. RXN SMILES: [CH2:1]1[C:10]2[C:5](=[CH:6][CH:7]=[CH:8][CH:9]=2)[CH2:4][CH2:3][NH:2]1.S([O-])([O-])(=O)=O.[N+:16]([O-])([O-:18])=[O:17].[K+].[NH4+]>S(=O)(=O)(O)O>[N+:16]([C:8]1[CH:9]=[C:10]2[C:5]([CH2:4][CH2:3][NH:2][CH2:1]2)=[CH:6][CH:7]=1)([O-:18])=[O:17] |f:2.3|. Procedure: 1,2,3,4-Tetrahydroisoquinoline (4.0 g, 30.0 mmol) was dissolved in 10 N of sulfuric acid (6 mL, 30.0 mmol) and then evaporated to dryness to afford a solid residual. This sulfate was added slowly to a solution of potassium nitrate (3.34 g, 33.0 mmol) in sulfuric acid (15 mL), taking care that the temperature of the reaction mixture did not rise above 5° C. After being stirred at room temperature for a further 27 h, the reaction mixture was slowly poured into a con. ammonium solution (ca. 100 mL)... The reactants are CC(C)[O-], CC(C)[O-], CC(C)[O-], CC(C)[O-], CCOC(=O)c1ccc(-c2ccc(=O)[nH]c2)cc1, C=CCO, [Ti+4]. The product is C=CCOC(=O)c1ccc(-c2ccc(=O)[nH]c2)cc1. Reaction SMILES: [CH3:23][CH:24]([CH3:25])[O-:26].[CH3:28][CH:29]([CH3:30])[O-:31].[CH3:32][CH:33]([CH3:34])[O-:35].[CH3:36][CH:37]([CH3:38])[O-:39].[O:1]=[c:2]1[nH:3][cH:4][c:5](-[c:8]2[cH:9][cH:10][c:11]([C:12](=[O:13])[O:14][CH2:15][CH3:16])[cH:17][cH:18]2)[cH:6][cH:7]1.[OH:19][CH2:20][CH:21]=[CH2:22].[Ti+4:27]>>[O:1]=[c:2]1[nH:3][cH:4][c:5](-[c:8]2[cH:9][cH:10][c:11]([C:12](=[O:13])[O:14][CH2:15][CH:16]=[CH2:20])[cH:17][cH:18]2)[cH:6][cH:7]1. Starting materials: intermediate 13, ClC1=C(C(=O)O)C=CC=N1 (2-chloronicotinic acid), ClC1=C(C(=O)O)C=C(C=N1)F (2-chloro-5-fluoronicotinic acid). The product is ClC1=NC=CC=C1CC#N ((2-Chloropyridin-3-yl)acetonitrile). As a reaction SMILES: [Cl:1][C:2]1[N:10]=[CH:9][CH:8]=[CH:7][C:3]=1[C:4](O)=O.ClC1[N:20]=[CH:19]C(F)=CC=1C(O)=O>>[Cl:1][C:2]1[C:3]([CH2:4][C:19]#[N:20])=[CH:7][CH:8]=[CH:9][N:10]=1. Procedure details: (2-Chloropyridin-3-yl)acetonitrile was synthesized analogous to intermediate 13 using 2-chloronicotinic acid as a starting material in place of 2-chloro-5-fluoronicotinic acid. Reactants: ClC1=CC(=CC=C1)C(=O)OO (meta-chloroperbenzoic acid), C(C)OCC (diethyl ether), COC(C1=C(C=C(C=C1)C#CCN(C)C)Cl)=O (2-Chloro-4-(3-dimethylaminopropyn-1-yl)-benzoic acid methyl ester). The solvent is ClCCl (dichloromethane). Reaction conditions: temperature 60 celsius, time 30 minute. Yields the product COC(C1=C(C=C(C=C1)CC=CN(C)C)Cl)=O (2-Chloro-4-(3-dimethylamino-2-propen-1-yl)-benzoic acid methyl ester). Yield: 26.0%. RXN SMILES: ClC1C=CC=C(C(OO)=O)C=1.[CH3:12][O:13][C:14](=[O:28])[C:15]1[CH:20]=[CH:19][C:18]([C:21]#[C:22][CH2:23][N:24]([CH3:26])[CH3:25])=[CH:17][C:16]=1[Cl:27].C(OCC)C>ClCCl>[CH3:12][O:13][C:14](=[O:28])[C:15]1[CH:20]=[CH:19][C:18]([CH2:21][CH:22]=[CH:23][N:24]([CH3:25])[CH3:26])=[CH:17][C:16]=1[Cl:27]. Reported procedure: Under an atmosphere of nitrogen, purified meta-chloroperbenzoic acid (16.0 g, 93 mmol) was added portionwise to a stirred solution of 2-chloro-4-(3-dimethylaminopropyn-1-yl)-benzoic acid methyl ester of Step A (23.5 g, 93.4 mmol) in 200 mL of dichloromethane at −10° C. After the addition was complete, the solution was stirred at reduced temperature for 30 minutes and then filtered through a column of basic alumina (400 g, Brockman activity I) packed with dichloromethanemethanol (9:1, v/v). The i... Starting materials: C#CCO, ClC(Cl)Cl, CCN(C(C)C)C(C)C, Clc1cccc(I)c1Cl, [Cu]I, C1CCOC1, O=C(C=Cc1ccccc1)C=Cc1ccccc1, O=C(C=Cc1ccccc1)C=Cc1ccccc1, O=C(C=Cc1ccccc1)C=Cc1ccccc1, [Pd], [Pd], c1ccc(P(c2ccccc2)c2ccccc2)cc1. Yields the product OCC#Cc1cccc(Cl)c1Cl. Reaction SMILES: [CH2:29]([C:30]#[CH:31])[OH:32].[CH:100]([Cl:101])([Cl:102])[Cl:103].[CH:33]([N:34]([CH:35]([CH3:36])[CH3:37])[CH2:38][CH3:39])([CH3:40])[CH3:41].[Cl:1][c:2]1[c:3]([I:9])[cH:4][cH:5][cH:6][c:7]1[Cl:8].[Cu:42][I:43].[O:104]1[CH2:105][CH2:106][CH2:107][CH2:108]1.[O:46]=[C:47]([CH:48]=[CH:49][c:50]1[cH:51][cH:52][cH:53][cH:54][cH:55]1)[CH:56]=[CH:57][c:58]1[cH:59][cH:60][cH:61][cH:62][cH:63]1.[O:64]=[C:65]([CH:66]=[CH:67][c:68]1[cH:69][cH:70][cH:71][cH:72][cH:73]1)[CH:74]=[CH:75][c:76]1[cH:77][cH:78][cH:79][cH:80][cH:81]1.[O:82]=[C:83]([CH:84]=[CH:85][c:86]1[cH:87][cH:88][cH:89][cH:90][cH:91]1)[CH:92]=[CH:93][c:94]1[cH:95][cH:96][cH:97][cH:98][cH:99]1.[Pd:44].[Pd:45].[c:10]1([P:11]([c:12]2[cH:13][cH:14][cH:15][cH:16][cH:17]2)[c:18]2[cH:19][cH:20][cH:21][cH:22][cH:23]2)[cH:24][cH:25][cH:26][cH:27][cH:28]1>>[Cl:1][c:2]1[c:3]([C:31]#[C:30][CH2:29][OH:32])[cH:4][cH:5][cH:6][c:7]1[Cl:8]. Starting materials: C(C1=CC=CC=C1)OC1=C(C2=C(C(C=C(O2)C=O)=O)C=C1)CCC (7-benzyloxy-4-oxo-8-n-propyl-4H-1-benzopyran-2-carboxaldehyde), C(=O)(OCC)C=P(C1=CC=CC=C1)(C1=CC=CC=C1)C1=CC=CC=C1 (carbethoxymethylene-triphenylphosphorane), C1=CC=CC=C1 (benzene), C1=CC=CC=C1 (benzene). Procedure: A solution of 7-benzyloxy-4-oxo-8-n-propyl-4H-1-benzopyran-2-carboxaldehyde (1.0 g) in dry benzene (30 ml) was added to a stirred solution of carbethoxymethylene-triphenylphosphorane (1.1 g) in dry benzene (50 ml). After 1 hour the solvent was evaporated and the remaining white solid was extracted several times with ether. The combined and concentrated ether washings were chromatographed over silica gel (100 g). Elution with ether afforded a white solid which was crystallised from ether to yield... Yields the product C(C1=CC=CC=C1)OC1=C(C2=C(C(C=C(O2)/C=C/C(=O)OCC)=O)C=C1)CCC (trans ethyl 3-(7-benzyloxy-4-oxo-8-n-propyl-4H-1-benzopyran-2-yl)acrylate). RXN SMILES: [CH2:1]([O:8][C:9]1[CH:21]=[CH:20][C:12]2[C:13](=[O:19])[CH:14]=[C:15](C=O)[O:16][C:11]=2[C:10]=1[CH2:22][CH2:23][CH3:24])[C:2]1[CH:7]=[CH:6][CH:5]=[CH:4][CH:3]=1.[C:25]([CH:30]=P(C1C=CC=CC=1)(C1C=CC=CC=1)C1C=CC=CC=1)([O:27][CH2:28][CH3:29])=[O:26].[CH:50]1C=CC=CC=1>>[CH2:1]([O:8][C:9]1[CH:21]=[CH:20][C:12]2[C:13](=[O:19])[CH:14]=[C:15](/[CH:50]=[CH:30]/[C:25]([O:27][CH2:28][CH3:29])=[O:26])[O:16][C:11]=2[C:10]=1[CH2:22][CH2:23][CH3:24])[C:2]1[CH:3]=[CH:4][CH:5]=[CH:6][CH:7]=1.